This data is from the Open Reaction Database (ORD), a public repository of structured organic reaction records. The task is: describe an organic reaction: reactants, conditions, products, and yield Reactants: C(C1=CC=CC=C1)N[C@H](C)C1=CC=CC=C1 ((1R)—N-benzyl-1-phenylethanamine), C(CCC)[Li] (n-butyllithium), BrCC1=C(C=CC(=C1)C)/C=C/C(=O)OC(C)(C)C (tert-butyl (2E)-3-[2-(bromomethyl)-4-methylphenyl]acrylate), O (water). The solvent is C1CCOC1 (THF), C1CCOC1 (THF). Run at time 30 minute. The product is C(C1=CC=CC=C1)N([C@H]1[C@@H](CC2=CC(=CC=C12)C)C(=O)OC(C)(C)C)[C@H](C)C1=CC=CC=C1 (tert-butyl (1S,2R)-1-{benzyl[(1R)-1-phenylethyl]amino}-5-methylindane-2-carboxylate). Reaction SMILES: [CH2:1]([NH:8][C@@H:9]([C:11]1[CH:16]=[CH:15][CH:14]=[CH:13][CH:12]=1)[CH3:10])[C:2]1[CH:7]=[CH:6][CH:5]=[CH:4][CH:3]=1.C([Li])CCC.Br[CH2:23][C:24]1[CH:29]=[C:28]([CH3:30])[CH:27]=[CH:26][C:25]=1/[CH:31]=[CH:32]/[C:33]([O:35][C:36]([CH3:39])([CH3:38])[CH3:37])=[O:34].O>C1COCC1>[CH2:1]([N:8]([C@@H:9]([C:11]1[CH:16]=[CH:15][CH:14]=[CH:13][CH:12]=1)[CH3:10])[C@@H:31]1[C:25]2[C:24](=[CH:29][C:28]([CH3:30])=[CH:27][CH:26]=2)[CH2:23][C@H:32]1[C:33]([O:35][C:36]([CH3:39])([CH3:38])[CH3:37])=[O:34])[C:2]1[CH:7]=[CH:6][CH:5]=[CH:4][CH:3]=1. Procedure details: To a solution of 1.5 ml of (1R)—N-benzyl-1-phenylethanamine in 40 ml of THF was added 4.35 ml of n-butyllithium (1.62 M hexane solution) at −78° C., followed by stirring for 30 minutes. At the same temperature, a solution of 1.00 g of tert-butyl (2E)-3-[2-(bromomethyl)-4-methylphenyl]acrylate in 5 ml of THF was added thereto, followed by stirring for 1.5 hours. To the reaction mixture was added water, followed by warming to room temperature. The solvent was evaporated under reduced pressure and ... The reactants are FC(C(=O)O)(F)F.FC(C(=O)O)(F)F.FC(C(=O)O)(F)F.ClC=1C=NC=2NC=3C=NC=C(CCC4=C(C=CC(NC1N2)=C4)NC(CC4CCNCC4)=O)C3 (N-[6-chloro-2,4,8,18,22-pentaazatetracyclo[14.3.1.1(3,7).1(9,13)]docosa-1(20),3(22),4,6,9(21),10,12,16,18-nonaen-12-yl]-2-piperidin-4-ylacetamide tris(trifluoroacetate)), CN1N=CC(=C1)C(=O)Cl (1-methyl-1H-pyrazole-4-carbonyl chloride). Reported procedure: The desired compound was prepared according to the procedure of Example A20, using N-[6-chloro-2,4,8,18,22-pentaazatetracyclo[14.3.1.1(3,7).1(9,13)]docosa-1(20),3(22),4,6,9(21),10,12,16,18-nonaen-12-yl]-2-piperidin-4-ylacetamide tris(trifluoroacetate) and 1-methyl-1H-pyrazole-4-carbonyl chloride as starting materials in 42% yield. LCMS for C29H31ClN9O2 (M+H)+: m/z=572.2. The product is FC(C(=O)O)(F)F.FC(C(=O)O)(F)F.ClC=1C=NC=2NC=3C=NC=C(CCC4=C(C=CC(NC1N2)=C4)NC(CC4CCN(CC4)C(=O)C=4C=NN(C4)C)=O)C3 (N-[6-Chloro-2,4,8,18,22-pentaazatetracyclo[14.3.1.1(3,7).1(9,13)]docosa-1(20),3(22),4,6,9(21),10,12,16,18-nonaen-12-yl]-2-{1-[(1-methyl-1H-pyrazol-4-yl)carbonyl]piperidin-4-yl}acetamide bis(trifluoroacetate)). RXN SMILES: [F:1][C:2]([F:7])([F:6])[C:3]([OH:5])=[O:4].[F:8][C:9]([F:14])([F:13])[C:10]([OH:12])=[O:11].FC(F)(F)C(O)=O.[Cl:22][C:23]1[CH:24]=[N:25][C:26]2[NH:27][C:28]3[CH:29]=[N:30][CH:31]=[C:32]([CH:54]=3)[CH2:33][CH2:34][C:35]3[CH:43]=[C:39]([NH:40][C:41]=1[N:42]=2)[CH:38]=[CH:37][C:36]=3[NH:44][C:45](=[O:53])[CH2:46][CH:47]1[CH2:52][CH2:51][NH:50][CH2:49][CH2:48]1.[CH3:55][N:56]1[CH:60]=[C:59]([C:61](Cl)=[O:62])[CH:58]=[N:57]1>>[F:1][C:2]([F:7])([F:6])[C:3]([OH:5])=[O:4].[F:8][C:9]([F:14])([F:13])[C:10]([OH:12])=[O:11].[Cl:22][C:23]1[CH:24]=[N:25][C:26]2[NH:27][C:28]3[CH:29]=[N:30][CH:31]=[C:32]([CH:54]=3)[CH2:33][CH2:34][C:35]3[CH:43]=[C:39]([NH:40][C:41]=1[N:42]=2)[CH:38]=[CH:37][C:36]=3[NH:44][C:45](=[O:53])[CH2:46][CH:47]1[CH2:52][CH2:51][N:50]([C:61]([C:59]2[CH:58]=[N:57][N:56]([CH3:55])[CH:60]=2)=[O:62])[CH2:49][CH2:48]1 |f:0.1.2.3,5.6.7|. The yield is 42.0%. Starting materials: CN(C)C1(c2ccccc2)CCC(CC(=O)NCCCCc2ccccc2)CC1, CCC(C)=O, C[Si](C)(C)Cl. Yields the product CN(C)C1(c2ccccc2)CCC(CC(=O)NCCCCc2ccccc2)CC1, Cl. As a reaction SMILES: [CH3:1][N:2]([C:3]1([c:23]2[cH:24][cH:25][cH:26][cH:27][cH:28]2)[CH2:4][CH2:5][CH:6]([CH2:9][C:10](=[O:11])[NH:12][CH2:13][CH2:14][CH2:15][CH2:16][c:17]2[cH:18][cH:19][cH:20][cH:21][cH:22]2)[CH2:7][CH2:8]1)[CH3:29].[CH3:35][C:36]([CH2:37][CH3:38])=[O:39].[Cl:30][Si:31]([CH3:32])([CH3:33])[CH3:34]>>[CH3:1][N:2]([C:3]1([c:23]2[cH:24][cH:25][cH:26][cH:27][cH:28]2)[CH2:4][CH2:5][CH:6]([CH2:9][C:10](=[O:11])[NH:12][CH2:13][CH2:14][CH2:15][CH2:16][c:17]2[cH:18][cH:19][cH:20][cH:21][cH:22]2)[CH2:7][CH2:8]1)[CH3:29].[ClH:30]. As a reaction SMILES: [C:29]([OH:30])([CH3:31])([CH3:32])[CH3:33].[CH3:1][O:2][C:3]([CH2:4][CH2:5][CH2:6][C:7](=[C:8]([Cl:9])[c:10]1[cH:11][cH:12][c:13](-[c:16]2[cH:17][cH:18][cH:19][cH:20][cH:21]2)[cH:14][cH:15]1)[CH:22]=[O:23])=[O:24].[Cl+:25]([O-:26])[O-:27].[Na+:28].[OH2:34]>>[CH3:1][O:2][C:3]([CH2:4][CH2:5][CH2:6][C:7](=[C:8]([Cl:9])[c:10]1[cH:11][cH:12][c:13](-[c:16]2[cH:17][cH:18][cH:19][cH:20][cH:21]2)[cH:14][cH:15]1)[C:22](=[O:23])[OH:26])=[O:24]. Starting materials: CC(C)(C)O, COC(=O)CCCC(C=O)=C(Cl)c1ccc(-c2ccccc2)cc1, [O-][Cl+][O-], [Na+], O. Product: COC(=O)CCCC(C(=O)O)=C(Cl)c1ccc(-c2ccccc2)cc1. The reactants are CNC(=O)N(OCc1ccccc1)C(C)c1ccn(-c2c(C)cccc2C)c1, CCOC(C)=O. Yields the product CNC(=O)N(O)C(C)c1ccn(-c2c(C)cccc2C)c1. As a reaction SMILES: [CH3:1][NH:2][C:3](=[O:4])[N:5]([O:6][CH2:7][c:8]1[cH:9][cH:10][cH:11][cH:12][cH:13]1)[CH:14]([CH3:15])[c:16]1[cH:17][n:18](-[c:21]2[c:22]([CH3:28])[cH:23][cH:24][cH:25][c:26]2[CH3:27])[cH:19][cH:20]1.[CH3:29][CH2:30][O:31][C:32](=[O:33])[CH3:34]>>[CH3:1][NH:2][C:3](=[O:4])[N:5]([OH:6])[CH:14]([CH3:15])[c:16]1[cH:17][n:18](-[c:21]2[c:22]([CH3:28])[cH:23][cH:24][cH:25][c:26]2[CH3:27])[cH:19][cH:20]1. Reactants: COC=1C=C2C(=CC=NC2=CC1OC)OC1=CC=C(N)C=C1 (4-[(6,7-Dimethoxy-4-quinolyl)oxy]aniline), ClC(Cl)(OC(OC(Cl)(Cl)Cl)=O)Cl (triphosgene), C([O-])(O)=O.[Na+] (sodium bicarbonate), C1(CCCC1)O (1-cyclopentanol). Solvent: C(C)N(CC)CC (triethylamine), C1(=CC=CC=C1)C (toluene), C(Cl)Cl (methylene chloride). Product: COC=1C=C2C(=CC=NC2=CC1OC)OC1=CC=C(C=C1)NC(OC1CCCC1)=O (Cyclopentyl N-{4-[(6,7-dimethoxy-4-quinolyl)oxy]phenyl}carbamate). Isolated yield 58.0%. As a reaction SMILES: [CH3:1][O:2][C:3]1[CH:4]=[C:5]2[C:10](=[CH:11][C:12]=1[O:13][CH3:14])[N:9]=[CH:8][CH:7]=[C:6]2[O:15][C:16]1[CH:22]=[CH:21][C:19]([NH2:20])=[CH:18][CH:17]=1.Cl[C:24](Cl)([O:26][C:27](=[O:33])OC(Cl)(Cl)Cl)Cl.[CH:35]1(O)[CH2:39]C[CH2:37][CH2:36]1.C(=O)(O)[O-].[Na+]>C(Cl)Cl.C(N(CC)CC)C.C1(C)C=CC=CC=1>[CH3:1][O:2][C:3]1[CH:4]=[C:5]2[C:10](=[CH:11][C:12]=1[O:13][CH3:14])[N:9]=[CH:8][CH:7]=[C:6]2[O:15][C:16]1[CH:22]=[CH:21][C:19]([NH:20][C:27](=[O:33])[O:26][CH:24]2[CH2:37][CH2:36][CH2:35][CH2:39]2)=[CH:18][CH:17]=1 |f:3.4|. Reported procedure: 4-[(6,7-Dimethoxy-4-quinolyl)oxy]aniline (50 mg) was added to toluene (5 ml), and triethylamine (0.5 ml), and the mixture was heated under reflux to prepare a solution. A solution of triphosgene (77 mg) in methylene chloride was then added thereto, and the mixture was heated under reflux for 10 min. Next, 1-cyclopentanol (22 mg) was added thereto, and the mixture was further stirred with heating under reflux for 3 hr. A saturated aqueous sodium bicarbonate solution was added to stop the reaction... Starting materials: C1=C(C=CC2=CC=CC=C12)S(=O)(=O)NCC(=O)NC(C(=O)O)CNC(=O)C1CCN(CC1)C1=CC=NC=C1 (2-[2-(2-naphthalenesulphonamido)acetamido]-3-[1-(4-pyridyl)piperidin-4-ylcarbonylamino]propionic acid), N1CCOCC1 (morpholine). Yields the product C1=C(C=CC2=CC=CC=C12)S(=O)(=O)NCC(=O)N (2-(2-naphthalenesulphonamido)acetamide). Yield: 36.0%. Reaction SMILES: [CH:1]1[C:10]2[C:5](=[CH:6][CH:7]=[CH:8][CH:9]=2)[CH:4]=[CH:3][C:2]=1[S:11]([NH:14][CH2:15][C:16]([NH:18]C(CNC(C1CCN(C2C=CN=CC=2)CC1)=O)C(O)=O)=[O:17])(=[O:13])=[O:12].N1CCOCC1>>[CH:1]1[C:10]2[C:5](=[CH:6][CH:7]=[CH:8][CH:9]=2)[CH:4]=[CH:3][C:2]=1[S:11]([NH:14][CH2:15][C:16]([NH2:18])=[O:17])(=[O:12])=[O:13]. Procedure: Using an analogous procedure to that described in Example 20, 2-[2-(2-naphthalenesulphonamido)acetamido]-3-[1-(4-pyridyl)piperidin-4-ylcarbonylamino]propionic acid was reacted with morpholine to give yl-morpholinocarbonyl-2-[1-(4-pyridyl)piperidin-4-ylcarbonylamino]-ethyl}-2-(2-naphthalenesulphonamido)acetamide in 36% yield.